Dataset: the Open Reaction Database (ORD), a public repository of structured organic reaction records. Task: describe an organic reaction: reactants, conditions, products, and yield Starting materials: OC=1C=C2C(C3(CC3)COC2=C(C1C)C)=O (6-hydroxy-7,8-dimethyl-4H-spiro[chromene-3,1′-cyclopropan]-4-one), [BH4-].[Na+] (sodium borohydride). The solvent is CO (MeOH). Run at time 2 hour. Yields the product CC1=C(C=C2C(C3(CC3)COC2=C1C)O)O (7,8-dimethyl-4H -spiro[chromene-3,1′-cyclopropane]-4,6-diol). Yield: 62.8%. Reaction SMILES: [OH:1][C:2]1[CH:3]=[C:4]2[C:11](=[C:12]([CH3:15])[C:13]=1[CH3:14])[O:10][CH2:9][C:6]1([CH2:8][CH2:7]1)[C:5]2=[O:16].[BH4-].[Na+]>CO>[CH3:14][C:13]1[C:12]([CH3:15])=[C:11]2[C:4]([CH:5]([OH:16])[C:6]3([CH2:9][O:10]2)[CH2:8][CH2:7]3)=[CH:3][C:2]=1[OH:1] |f:1.2|. Procedure: A mixture of 6-hydroxy-7,8-dimethyl-4H-spiro[chromene-3,1′-cyclopropan]-4-one (150 mg) and sodium borohydride (50 mg) in MeOH (15 mL) was stirred at room temperature for 2 h. After evaporation, the residue was applied to silica gel column eluting with 30-60% EtOAc in hexane to give 7,8-dimethyl-4H -spiro[chromene-3,1′-cyclopropane]-4,6-diol as an off-white solid (95 mg). Reactants: CCO, NN, Nc1cc(Cl)nnc1Cl, O, O. Product: NNc1nnc(Cl)cc1N. Reaction SMILES: [CH3:14][CH2:15][OH:16].[NH2:11][NH2:12].[NH2:1][c:2]1[c:3]([Cl:9])[n:4][n:5][c:6]([Cl:8])[cH:7]1.[OH2:10].[OH2:13]>>[NH2:1][c:2]1[c:3]([NH:11][NH2:12])[n:4][n:5][c:6]([Cl:8])[cH:7]1. Reactants: Cc1cc(C#N)cc(C)c1Oc1nc(Cl)nc2ccn(C)c12, O=C(O)C(F)(F)F, N#Cc1ccc(N)cc1, O. The product is Cc1cc(C#N)cc(C)c1Oc1nc(Nc2ccc(C#N)cc2)nc2ccn(C)c12. As a reaction SMILES: [Cl:1][c:2]1[n:3][c:4]([O:12][c:13]2[c:14]([CH3:22])[cH:15][c:16]([C:17]#[N:18])[cH:19][c:20]2[CH3:21])[c:5]2[c:6]([n:7]1)[cH:8][cH:9][n:10]2[CH3:11].[F:32][C:33]([F:34])([F:35])[C:36]([OH:37])=[O:38].[NH2:23][c:24]1[cH:25][cH:26][c:27]([C:28]#[N:29])[cH:30][cH:31]1.[OH2:39]>>[c:2]1([NH:23][c:24]2[cH:25][cH:26][c:27]([C:28]#[N:29])[cH:30][cH:31]2)[n:3][c:4]([O:12][c:13]2[c:14]([CH3:22])[cH:15][c:16]([C:17]#[N:18])[cH:19][c:20]2[CH3:21])[c:5]2[c:6]([n:7]1)[cH:8][cH:9][n:10]2[CH3:11]. The reactants are O=C([O-])[O-], Cc1ccc(S(=O)(=O)OCCNC2=C(c3ccccc3)S(=O)(=O)N(C(C)C)C2=O)cc1, CS(=O)(=O)Oc1ccccc1O, CC#N, [K+], [K+]. Product: CC(C)N1C(=O)C(NCCOc2ccccc2OS(C)(=O)=O)=C(c2ccccc2)S1(=O)=O. Reaction SMILES: [C:44](=[O:45])([O-:46])[O-:47].[CH3:1][c:2]1[cH:3][cH:4][c:5]([S:6]([O:7][CH2:12][CH2:13][NH:14][C:15]2=[C:19]([c:20]3[cH:21][cH:22][cH:23][cH:24][cH:25]3)[S:18](=[O:26])(=[O:27])[N:17]([CH:28]([CH3:29])[CH3:30])[C:16]2=[O:31])(=[O:8])=[O:9])[cH:10][cH:11]1.[CH3:32][S:33](=[O:34])(=[O:35])[O:36][c:37]1[c:38]([OH:43])[cH:39][cH:40][cH:41][cH:42]1.[CH3:50][C:51]#[N:52].[K+:48].[K+:49]>>[CH2:12]([CH2:13][NH:14][C:15]1=[C:19]([c:20]2[cH:21][cH:22][cH:23][cH:24][cH:25]2)[S:18](=[O:26])(=[O:27])[N:17]([CH:28]([CH3:29])[CH3:30])[C:16]1=[O:31])[O:43][c:38]1[c:37]([O:36][S:33]([CH3:32])(=[O:34])=[O:35])[cH:42][cH:41][cH:40][cH:39]1. Starting materials: ClC1=CC=C2C=CC(=NC2=C1)COC=1C=C(C=CC1)C1OC(C2=C(CC1)C=CC=C2)=O (3-(3-((7-chloro-2-quinolinyl)methoxy)phenyl)-4,5-dihydro-2-benzoxepin-1(3H)-one), Br[Mg]CCCC[Mg]Br (1,4-di(bromomagnesio)butane). The solvent is C1CCOC1 (THF), C1CCOC1 (THF). Reaction conditions: time 30 minute. Product: ClC1=CC=C2C=CC(=NC2=C1)COC=1C=C(C=CC1)C(CCC1=C(C=CC=C1)C1(CCCC1)O)O (1-(2-(3-(3-((7-chloro-2-quinolinyl)methoxy)phenyl)-3-hydroxypropyl)phenyl)cyclopentanol). As a reaction SMILES: [Cl:1][C:2]1[CH:11]=[C:10]2[C:5]([CH:6]=[CH:7][C:8]([CH2:12][O:13][C:14]3[CH:15]=[C:16]([CH:20]4[CH2:26][CH2:25][C:24]5[CH:27]=[CH:28][CH:29]=[CH:30][C:23]=5[C:22](=[O:31])[O:21]4)[CH:17]=[CH:18][CH:19]=3)=[N:9]2)=[CH:4][CH:3]=1.Br[Mg][CH2:34][CH2:35][CH2:36][CH2:37][Mg]Br>C1COCC1>[Cl:1][C:2]1[CH:11]=[C:10]2[C:5]([CH:6]=[CH:7][C:8]([CH2:12][O:13][C:14]3[CH:15]=[C:16]([CH:20]([OH:21])[CH2:26][CH2:25][C:24]4[CH:27]=[CH:28][CH:29]=[CH:30][C:23]=4[C:22]4([OH:31])[CH2:37][CH2:36][CH2:35][CH2:34]4)[CH:17]=[CH:18][CH:19]=3)=[N:9]2)=[CH:4][CH:3]=1. Procedure: To the lactone of Step 4 (1.004 g, 2.335 mmol) in 5 mL of anhydrous THF at r.t., a suspension of 0.70M 1,4-di(bromomagnesio)butane in THF (J. Org. Chem., 45, 1828 (1980); 5.3 mL, 3.7 mmol) was added dropwise and the mixture was stirred for 30 min and was quenched at 0° C. with cold 25% aq NH4OAc. The title cyclopentanol was extracted with EtOAc, dried over Na2SO4 and purified by flash chromatography on silica using EtOAc:toluene 15:85 and 20:80. Yield: 1.006 g, 88%. Starting materials: C(CCC)N(CCCC)CCCC (tributylamine), C[Si](C)(C)Cl (TMSCl), NC1=C2N=CN(C2=NC=N1)C1C(C(C(O1)CC(S(=O)C1=CC=CC=C1)P(O)(O)=O)F)O ({2-[5-(6-Amino-purin-9-yl)-3-fluoro-4-hydroxy-tetrahydro-furan-2-yl]-1-benzenesulfinyl-ethyl}-phosphonic acid). Solvent: CN(C)C=O (DMF). Run at temperature 130 celsius, time 2 hour. Yields the product NC1=C2N=CN(C2=NC=N1)C1C(C(C(O1)C=CP(O)(O)=O)F)O ({2-[5-(6-Amino-purin-9-yl)-3-fluoro-4-hydroxy-tetrahydro-furan-2-yl]-vinyl}-phosphonic acid). The yield is 31.8%. Reaction SMILES: [NH2:1][C:2]1[N:10]=[CH:9][N:8]=[C:7]2[C:3]=1[N:4]=[CH:5][N:6]2[CH:11]1[O:15][CH:14]([CH2:16][CH:17]([P:26](=[O:29])([OH:28])[OH:27])S(C2C=CC=CC=2)=O)[CH:13]([F:30])[CH:12]1[OH:31].C(N(CCCC)CCCC)CCC.C[Si](Cl)(C)C>CN(C=O)C>[NH2:1][C:2]1[N:10]=[CH:9][N:8]=[C:7]2[C:3]=1[N:4]=[CH:5][N:6]2[CH:11]1[O:15][CH:14]([CH:16]=[CH:17][P:26](=[O:27])([OH:28])[OH:29])[CH:13]([F:30])[CH:12]1[OH:31]. Reported procedure: Compound 49.4 (147 mg, 0.31 mmol) was dissolved in anhydrous DMF, treated with tributylamine (1.49 mL, 6.24 mmol) and TMSCl (0.79 mL, 6.24 mmol). The mixture was heated to 130° C. for 4 h and then cooled to rt. The reaction was quenched with water and stirred at rt for another 2 h. The mixture was concentrated under reduced pressure and the residue was washed with acetonitrile. The acetonitrile washes were discarded and the residue was dissolved in water, subjected to a reverse phase HPLC to giv... Reactants: CCO, COC(=O)C=Cc1cccc(N)c1. Product: COC(=O)CCc1cccc(N)c1. RXN SMILES: [CH3:14][CH2:15][OH:16].[CH3:1][O:2][C:3]([CH:4]=[CH:5][c:6]1[cH:7][c:8]([NH2:12])[cH:9][cH:10][cH:11]1)=[O:13]>>[CH3:1][O:2][C:3]([CH2:4][CH2:5][c:6]1[cH:7][c:8]([NH2:12])[cH:9][cH:10][cH:11]1)=[O:13]. Starting materials: CCOC(=O)CCCOc1ccc2c(c1)CCc1ccccc1C2CCCN(C)C, C1CCOC1, CO, [Li+], [OH-], O. The product is CN(C)CCCC1c2ccccc2CCc2cc(OCCCC(=O)O)ccc21. RXN SMILES: [CH2:1]([CH3:2])[O:3][C:4]([CH2:5][CH2:6][CH2:7][O:8][c:9]1[cH:10][c:11]2[c:12]([cH:28][cH:29]1)[CH:13]([CH2:22][CH2:23][CH2:24][N:25]([CH3:26])[CH3:27])[c:14]1[c:15]([cH:18][cH:19][cH:20][cH:21]1)[CH2:16][CH2:17]2)=[O:30].[CH2:31]1[O:32][CH2:33][CH2:34][CH2:35]1.[CH3:39][OH:40].[Li+:36].[OH-:37].[OH2:38]>>[O:3]=[C:4]([CH2:5][CH2:6][CH2:7][O:8][c:9]1[cH:10][c:11]2[c:12]([cH:28][cH:29]1)[CH:13]([CH2:22][CH2:23][CH2:24][N:25]([CH3:26])[CH3:27])[c:14]1[c:15]([cH:18][cH:19][cH:20][cH:21]1)[CH2:16][CH2:17]2)[OH:30]. Product: O=C1C2=C(NCCC2)C2(CCN(Cc3ccccc3)CC2)N1c1cccc(F)c1. Starting materials: NCCCBr, Br, O=C1CC(=O)C2(CCN(Cc3ccccc3)CC2)N1c1cccc(F)c1, CC(C)O, Cc1cccc(C)n1. RXN SMILES: [Br:28][CH2:29][CH2:30][CH2:31][NH2:32].[BrH:27].[CH2:1]([c:2]1[cH:3][cH:4][cH:5][cH:6][cH:7]1)[N:8]1[CH2:9][CH2:10][C:11]2([C:12](=[O:24])[CH2:13][C:14](=[O:23])[N:15]2[c:16]2[cH:17][c:18]([F:22])[cH:19][cH:20][cH:21]2)[CH2:25][CH2:26]1.[CH:41]([OH:42])([CH3:43])[CH3:44].[n:33]1[c:34]([CH3:35])[cH:36][cH:37][cH:38][c:39]1[CH3:40]>>[CH2:1]([c:2]1[cH:3][cH:4][cH:5][cH:6][cH:7]1)[N:8]1[CH2:9][CH2:10][C:11]2([C:12]3=[C:13]([C:14](=[O:23])[N:15]2[c:16]2[cH:17][c:18]([F:22])[cH:19][cH:20][cH:21]2)[CH2:29][CH2:30][CH2:31][NH:32]3)[CH2:25][CH2:26]1. Reactants: Clc1cccc(OCc2ccccc2)n1, CN(C)C=O, Oc1cccc(C(F)(F)F)c1, [H-], [Na+]. The product is FC(F)(F)c1cccc(Oc2cccc(OCc3ccccc3)n2)c1. RXN SMILES: [CH2:1]([c:2]1[cH:3][cH:4][cH:5][cH:6][cH:7]1)[O:8][c:9]1[n:10][c:11]([Cl:15])[cH:12][cH:13][cH:14]1.[CH3:29][N:30]([CH3:31])[CH:32]=[O:33].[F:16][C:17]([c:18]1[cH:19][c:20]([OH:24])[cH:21][cH:22][cH:23]1)([F:25])[F:26].[H-:27].[Na+:28]>>[CH2:1]([c:2]1[cH:3][cH:4][cH:5][cH:6][cH:7]1)[O:8][c:9]1[n:10][c:11]([O:24][c:20]2[cH:19][c:18]([C:17]([F:16])([F:25])[F:26])[cH:23][cH:22][cH:21]2)[cH:12][cH:13][cH:14]1.